From a dataset of the Open Reaction Database (ORD), a public repository of structured organic reaction records. describe an organic reaction: reactants, conditions, products, and yield Run in CO (methanol), CO (methanol). Procedure details: The catalyst is prepared starting from 55 mg of PdCl2 in 5 ml of methanol treated with 25 mg of sodium borohydride. After 15 minutes' stirring, the compound obtained in Step A (1 g, 5.23.10−3 mol), diluted with methanol (15 ml), is incorporated. The mixture is purged with argon and placed under hydrogen. After 3 days' hydrogenation, the reaction mixture is filtered over Celite, rinsed and then evaporated under reduced pressure. The title product is isolated in the form of a light brown oil. The product is C1(CC2=CC=CC3=CC=CC1=C23)CC#N ((1,2-Dihydro-1-acenaphthylenyl)acetonitrile). Starting materials: [BH4-].[Na+] (sodium borohydride), C1(CC2=CC=CC3=CC=CC1=C23)=CC#N ((1,2-Dihydro-1-acenaphthylenylidene)acetonitrile). As a reaction SMILES: [BH4-].[Na+].[C:3]1(=[CH:15][C:16]#[N:17])[C:13]2=[C:14]3[C:9](=[CH:10][CH:11]=[CH:12]2)[CH:8]=[CH:7][CH:6]=[C:5]3[CH2:4]1>CO.Cl[Pd]Cl>[CH:3]1([CH2:15][C:16]#[N:17])[C:13]2=[C:14]3[C:9](=[CH:10][CH:11]=[CH:12]2)[CH:8]=[CH:7][CH:6]=[C:5]3[CH2:4]1 |f:0.1|. Run at time 15 minute. Reagents/catalysts: Cl[Pd]Cl (PdCl2). The reactants are BrC1=CC=C(C=C)C=C1 (4-bromostyrene), [Mg] (magnesium), COB(OC)OC (trimethylborate). The solvent is C1CCOC1 (THF). The product is C(=C)C1=CC=C(C=C1)B(O)O (4-vinylbenzeneboronic acid). Isolated yield 93.3%. RXN SMILES: Br[C:2]1[CH:9]=[CH:8][C:5]([CH:6]=[CH2:7])=[CH:4][CH:3]=1.[Mg].C[O:12][B:13](OC)[O:14]C>C1COCC1>[CH:6]([C:5]1[CH:8]=[CH:9][C:2]([B:13]([OH:14])[OH:12])=[CH:3][CH:4]=1)=[CH2:7]. Procedure: The procedure of Example 9 was repeated with the following reagents: 4-bromostyrene (9.15 g, 0.05 mol), magnesium turnings (1.46 g, 0.06 mol), THF (40 mL), and trimethylborate (6.24 g, 0.06 mol in 30 mL of THF). After work-up, an off-white solid (6.9 g, 93 percent) was isolated. 1H and 13C NMR spectra were consistent with the following structure. ##STR13## The reactants are IV, FC(C1=CC=C(C=C1)S)(F)F (4trifluoromethylbenzenethiol), C(C)(=O)O[C@H]1[C@H](SC[C@H]([C@@H]1OC(C)=O)OC(C)=O)Br (2,3,4-tri-O-acetyl-5-thio-α-D-xylopyranosyl bromide). Reagents/catalysts: [O-2].[Zn+2] (zinc oxide). Product: C(C)(=O)O[C@H]1[C@H](SC2=CC=C(C=C2)C(F)(F)F)SC[C@H]([C@@H]1OC(C)=O)OC(C)=O (4-trifluoromethylphenyl 2,3,4-tri-O-acetyl-1,5-dithio-β-D-xylopyranoside). Isolated yield 48.0%. Reaction SMILES: [F:1][C:2]([F:11])([F:10])[C:3]1[CH:8]=[CH:7][C:6]([SH:9])=[CH:5][CH:4]=1.[C:12]([O:15][C@@H:16]1[C@@H:21]([O:22][C:23](=[O:25])[CH3:24])[C@H:20]([O:26][C:27](=[O:29])[CH3:28])[CH2:19][S:18][C@@H:17]1Br)(=[O:14])[CH3:13]>[O-2].[Zn+2]>[C:12]([O:15][C@@H:16]1[C@@H:21]([O:22][C:23](=[O:25])[CH3:24])[C@H:20]([O:26][C:27](=[O:29])[CH3:28])[CH2:19][S:18][C@H:17]1[S:9][C:6]1[CH:5]=[CH:4][C:3]([C:2]([F:1])([F:10])[F:11])=[CH:8][CH:7]=1)(=[O:14])[CH3:13] |f:2.3|. Procedure: If the procedure described in Preparation IV is followed starting from 5.6 g (32.10-3 mol) of 4trifluoromethylbenzenethiol, 12.3 g (35.10-3 mol) of 2,3,4-tri-O-acetyl-5-thio-α-D-xylopyranosyl bromide and 2.55 g (32.10-3 mol) of zinc oxide (ZnO), 7.4 g (yield: 48%) of the expected product are obtained after precipitation in ether. The reactants are O=S1(N(CCC1)C1=CC(=C(C(=O)O)C=C1)F)=O (4-(1,1-dioxo-1λ6-isothiazolidin-2-yl)-2-fluorobenzoic acid), CC1=C(C=CC(=C1)C)N1CCNCC1 (1-(2,4-dimethylphenyl)piperazine). Yields the product CC1=C(C=CC(=C1)C)N1CCN(CC1)C(=O)C1=C(C=C(C=C1)N1S(CCC1)(=O)=O)F ([4-(2,4-dimethylphenyl)piperazin-1-yl][4-(1,1-dioxo-1λ6-isothiazolidin-2-yl)-2-fluorophenyl]methanone). Yield: 82.2%. Reaction SMILES: [O:1]=[S:2]1(=[O:17])[CH2:6][CH2:5][CH2:4][N:3]1[C:7]1[CH:15]=[CH:14][C:10]([C:11]([OH:13])=O)=[C:9]([F:16])[CH:8]=1.[CH3:18][C:19]1[CH:24]=[C:23]([CH3:25])[CH:22]=[CH:21][C:20]=1[N:26]1[CH2:31][CH2:30][NH:29][CH2:28][CH2:27]1>>[CH3:18][C:19]1[CH:24]=[C:23]([CH3:25])[CH:22]=[CH:21][C:20]=1[N:26]1[CH2:27][CH2:28][N:29]([C:11]([C:10]2[CH:14]=[CH:15][C:7]([N:3]3[CH2:4][CH2:5][CH2:6][S:2]3(=[O:1])=[O:17])=[CH:8][C:9]=2[F:16])=[O:13])[CH2:30][CH2:31]1. Reported procedure: Using 4-(1,1-dioxo-1λ6-isothiazolidin-2-yl)-2-fluorobenzoic acid (272 mg) described in Preparation Example 23 and 1-(2,4-dimethylphenyl)piperazine (199 mg) and by the reaction and treatment in the same manner as in Example 87, the title compound (371 mg) was obtained. Reactants: ClC(C(OC(C)C1=CC(=CC=2N(C=NC21)CC)C(F)(F)F)=N)(Cl)Cl (1-(1-Ethyl-6-(trifluoromethyl)-1H-benzo[d]imidazol-4-yl)ethyl 2,2,2-trichloroacetimidate), OCC1(CCN(CC1)C(=O)OC(C)(C)C)C1=CC=CC=C1 (tert-butyl 4-(hydroxymethyl)-4-phenylpiperidine-1-carboxylate), ClC(C)Cl.C1CCCCC1 (dichloroethane cyclohexane). Run at temperature 0 celsius. Yields the product C(C)N1C=NC2=C1C=C(C=C2C(C)OCC2(CCN(CC2)C(=O)OC(C)(C)C)C2=CC=CC=C2)C(F)(F)F (tert-Butyl 4-((1-(1-ethyl-6-(trifluoromethyl)-1H-benzo[d]imidazol-4-yl)ethoxy)methyl)-4-phenylpiperidine-1-carboxylate). RXN SMILES: ClC(Cl)(Cl)C(=N)O[CH:5]([C:7]1[C:15]2[N:14]=[CH:13][N:12]([CH2:16][CH3:17])[C:11]=2[CH:10]=[C:9]([C:18]([F:21])([F:20])[F:19])[CH:8]=1)[CH3:6].[OH:25][CH2:26][C:27]1([C:40]2[CH:45]=[CH:44][CH:43]=[CH:42][CH:41]=2)[CH2:32][CH2:31][N:30]([C:33]([O:35][C:36]([CH3:39])([CH3:38])[CH3:37])=[O:34])[CH2:29][CH2:28]1.ClC(Cl)C.C1CCCCC1>>[CH2:16]([N:12]1[C:11]2[CH:10]=[C:9]([C:18]([F:21])([F:19])[F:20])[CH:8]=[C:7]([CH:5]([O:25][CH2:26][C:27]3([C:40]4[CH:41]=[CH:42][CH:43]=[CH:44][CH:45]=4)[CH2:32][CH2:31][N:30]([C:33]([O:35][C:36]([CH3:38])([CH3:39])[CH3:37])=[O:34])[CH2:29][CH2:28]3)[CH3:6])[C:15]=2[N:14]=[CH:13]1)[CH3:17] |f:2.3|. Reported procedure: (±)-(1-(1-Ethyl-6-(trifluoromethyl)-1H-benzo[d]imidazol-4-yl)ethyl 2,2,2-trichloroacetimidate (670 mg, 1.664 mmol) and tert-butyl 4-(hydroxymethyl)-4-phenylpiperidine-1-carboxylate (727 mg, 2.496 mmol) were combined in a dichloroethane/cyclohexane mixture (4:2, 6 mL) and cooled to 0° C. The reaction mixture was treated with tetrafluoroboric acid-diethyl ether complex (91 μL, 0.67 mmol), and subsequent processing including extractive work up and purification were carried out as described in examp... The reactants are BrC1=C(C=CC=C1)C=1C(C=CN2N=C(C=CC21)OC2=C(C=C(C=C2)F)F)=O (5-(2-bromophenyl)-2-(2,4-difluorophenoxy)-6H-pyrido[1,2-b]pyridazin-6-one), CCCC[Sn](CCCC)(CCCC)/C=C/C (tri-N-butyl(1-propenyl)tin). Yields the product FC1=C(OC=2C=CC=3N(N2)C=CC(C3C3=C(C=CC=C3)\C=C\C)=O)C=CC(=C1)F (2-(2,4-difluorophenoxy)-5-{2-[(1E)-prop-1-en-1-yl]phenyl}-6H-pyrido[1,2-b]pyridazin-6-one). RXN SMILES: Br[C:2]1[CH:7]=[CH:6][CH:5]=[CH:4][C:3]=1[C:8]1[C:9](=[O:27])[CH:10]=[CH:11][N:12]2[C:17]=1[CH:16]=[CH:15][C:14]([O:18][C:19]1[CH:24]=[CH:23][C:22]([F:25])=[CH:21][C:20]=1[F:26])=[N:13]2.[CH3:28][CH2:29][CH2:30]C[Sn](/C=C/C)(CCCC)CCCC>>[F:26][C:20]1[CH:21]=[C:22]([F:25])[CH:23]=[CH:24][C:19]=1[O:18][C:14]1[CH:15]=[CH:16][C:17]2[N:12]([CH:11]=[CH:10][C:9](=[O:27])[C:8]=2[C:3]2[CH:4]=[CH:5][CH:6]=[CH:7][C:2]=2/[CH:28]=[CH:29]/[CH3:30])[N:13]=1. Procedure details: The title compound was prepared from 5-(2-bromophenyl)-2-(2,4-difluorophenoxy)-6H-pyrido[1,2-b]pyridazin-6-one as described in Example-7 using tri-N-butyl(1-propenyl)tin in place of tri-N-butyl (vinyl)tin. 50/50 mixture of cis and trans. Starting materials: O=C([O-])[O-], CN(C)C=O, CCc1cc(CC)n(-c2cccc3nc(Cl)n(C)c23)n1, Cc1cc(Cl)cc(Cl)c1O, [K+], [K+], O. Yields the product CCc1cc(CC)n(-c2cccc3nc(Oc4c(C)cc(Cl)cc4Cl)n(C)c23)n1. Reaction SMILES: [C:31](=[O:32])([O-:33])[O-:34].[CH3:37][N:38]([CH3:39])[CH:40]=[O:41].[Cl:1][c:2]1[n:3][c:4]2[c:5]([n:6]1[CH3:7])[c:8](-[n:12]1[n:13][c:14]([CH2:19][CH3:20])[cH:15][c:16]1[CH2:17][CH3:18])[cH:9][cH:10][cH:11]2.[Cl:21][c:22]1[c:23]([OH:30])[c:24]([CH3:29])[cH:25][c:26]([Cl:28])[cH:27]1.[K+:35].[K+:36].[OH2:42]>>[c:2]1([O:30][c:23]2[c:22]([Cl:21])[cH:27][c:26]([Cl:28])[cH:25][c:24]2[CH3:29])[n:3][c:4]2[c:5]([n:6]1[CH3:7])[c:8](-[n:12]1[n:13][c:14]([CH2:19][CH3:20])[cH:15][c:16]1[CH2:17][CH3:18])[cH:9][cH:10][cH:11]2. Reactants: O.Cl (HCl water), C(C)(C)(C)C1=C(C=CC=C1)N1CCN(CC1)C(=O)C1=CC=C(C#N)C=C1 (4-{[4-(2-tert-Butylphenyl)piperazin-1-yl]carbonyl}benzonitrile), C(O)([O-])=O.[Na+] (sodium hydrogen carbonate), [Cl-].O[NH3+] (hydroxylammonium chloride). Solvent: CS(=O)C (DMSO). Run at temperature 40 celsius. Yields the product C(C)(C)(C)C1=C(C=CC=C1)N1CCN(CC1)C(=O)C1=CC=C(C=C1)C1=NOC(N1)=O (3-(4-{[4-(2-tert-Butylphenyl)piperazin-1-yl]carbonyl}phenyl)-1,2,4-oxadiazol-5(4H)-one). Yield: 78.5%. RXN SMILES: [Cl-].O[NH3+:3].[C:4]([C:8]1[CH:13]=[CH:12][CH:11]=[CH:10][C:9]=1[N:14]1[CH2:19][CH2:18][N:17]([C:20]([C:22]2[CH:29]=[CH:28][C:25]([C:26]#[N:27])=[CH:24][CH:23]=2)=[O:21])[CH2:16][CH2:15]1)([CH3:7])([CH3:6])[CH3:5].[C:30](=[O:33])([O-])[OH:31].[Na+].O.Cl>CS(C)=O>[C:4]([C:8]1[CH:13]=[CH:12][CH:11]=[CH:10][C:9]=1[N:14]1[CH2:15][CH2:16][N:17]([C:20]([C:22]2[CH:23]=[CH:24][C:25]([C:26]3[NH:3][C:30](=[O:33])[O:31][N:27]=3)=[CH:28][CH:29]=2)=[O:21])[CH2:18][CH2:19]1)([CH3:7])([CH3:5])[CH3:6] |f:0.1,3.4,5.6|. Reported procedure: A mixture of hydroxylammonium chloride (1.04 g) in DMSO (10.0 mL) was stirred at 40° C. After stirred at 40° C. for 1 h, a mixture of 4-{[4-(2-tert-butylphenyl)piperazin-1-yl]carbonyl}benzonitrile obtained in Example 16 (1.1 g) and sodium hydrogen carbonate (1.26 g) was added to the mixture. After stirred at 90° C. for 1 h, the reaction mixture was partitioned between ethyl acetate and water and separated. The organic layer was washed with saturated sodium chloride, dried (Na2SO4), filtered and ... Starting materials: COc1ncnc2nc[nH]c12, O=c1ccn(C2OC(CO)C(O)C2F)c(=O)[nH]1, [K+], [K+], [K+], [K+], [N-]=[N+]=[N-], O=P([O-])([O-])[O-]. Product: COc1ncnc2c1ncn2C1OC(CO)C(O)C1F. As a reaction SMILES: [CH3:1][O:2][c:3]1[c:4]2[nH:5][cH:6][n:7][c:8]2[n:9][cH:10][n:11]1.[F:12][CH:13]1[CH:14]([n:21]2[cH:22][cH:23][c:24](=[O:25])[nH:26][c:27]2=[O:28])[O:15][CH:16]([CH2:19][OH:20])[CH:17]1[OH:18].[K+:32].[K+:38].[K+:39].[K+:40].[N-:29]=[N+:30]=[N-:31].[P:33]([O-:34])([O-:35])([O-:36])=[O:37]>>[CH3:1][O:2][c:3]1[c:4]2[n:5][cH:6][n:7]([CH:14]3[CH:13]([F:12])[CH:17]([OH:18])[CH:16]([CH2:19][OH:20])[O:15]3)[c:8]2[n:9][cH:10][n:11]1. As a reaction SMILES: [C:1]([Si:5]([CH3:23])([CH3:22])[O:6][C@H:7]1[C@H:12]([O:13]C(=O)C)[C@@H:11]([CH2:17][O:18]C(=O)C)[O:10][CH:9]=[CH:8]1)([CH3:4])([CH3:3])[CH3:2].C[O-].[Na+].O.Cl>CO>[C:1]([Si:5]([CH3:23])([CH3:22])[O:6][C@H:7]1[C@H:12]([OH:13])[C@@H:11]([CH2:17][OH:18])[O:10][CH:9]=[CH:8]1)([CH3:4])([CH3:3])[CH3:2] |f:1.2|. Starting materials: solution, C[O-].[Na+] (sodium methanolate), C(C)(C)(C)[Si](O[C@@H]1C=CO[C@@H]([C@H]1OC(C)=O)COC(C)=O)(C)C (3-O-(tert-butyldimethyl-silyl)-4,6-di-O-acetyl-D-glucal), O (water), Cl (hydrochloric acid). Solvent: CO (methanol), CO (methanol). Run at time 6 hour. Isolated yield 85.7%. Product: C(C)(C)(C)[Si](O[C@@H]1C=CO[C@@H]([C@H]1O)CO)(C)C (3-O-(tert-butyldimethyl-silyl)-D-glucal). Reported procedure: 3-O-(tert-butyldimethyl-silyl)-4,6-di-O-acetyl-D-glucal (11.9 g, 34.5 mmol) was dissolved in methanol (120 mL), then 1M solution of sodium methanolate in methanol (1 mL) was added. The reaction mixture was stirred in room temperature for 6 hours and 1M water solution of hydrochloric acid (1 mL) was added. Reaction mixture was evaporated to dryness and crude product was purified by column chromatography (SilicaGel 60 Merck), using hexanes:ethyl acetate as eluents to give 7.7 g of 3-O-(tert-butyld...